This data is from the Open Reaction Database (ORD), a public repository of structured organic reaction records. The task is: describe an organic reaction: reactants, conditions, products, and yield The reactants are Cc1cc(Br)cc([N+](=O)[O-])c1N, O=C([O-])[O-], [Cs+], [Cs+], CN(C)C=O, O, OB(O)c1ccccc1, c1ccc(P(c2ccccc2)(c2ccccc2)[Pd](P(c2ccccc2)(c2ccccc2)c2ccccc2)(P(c2ccccc2)(c2ccccc2)c2ccccc2)P(c2ccccc2)(c2ccccc2)c2ccccc2)cc1. The product is Cc1cc(-c2ccccc2)cc([N+](=O)[O-])c1N. RXN SMILES: [Br:1][c:2]1[cH:3][c:4]([N+:10](=[O:11])[O-:12])[c:5]([NH2:6])[c:7]([CH3:9])[cH:8]1.[C:22](=[O:23])([O-:24])[O-:25].[Cs+:26].[Cs+:27].[O:29]=[CH:30][N:31]([CH3:32])[CH3:33].[OH2:28].[OH:13][B:14]([OH:15])[c:16]1[cH:17][cH:18][cH:19][cH:20][cH:21]1.[cH:34]1[cH:35][cH:36][c:37]([P:38]([Pd:39]([P:40]([c:41]2[cH:42][cH:43][cH:44][cH:45][cH:46]2)([c:47]2[cH:48][cH:49][cH:50][cH:51][cH:52]2)[c:53]2[cH:54][cH:55][cH:56][cH:57][cH:58]2)([P:59]([c:60]2[cH:61][cH:62][cH:63][cH:64][cH:65]2)([c:66]2[cH:67][cH:68][cH:69][cH:70][cH:71]2)[c:72]2[cH:73][cH:74][cH:75][cH:76][cH:77]2)[P:78]([c:79]2[cH:80][cH:81][cH:82][cH:83][cH:84]2)([c:85]2[cH:86][cH:87][cH:88][cH:89][cH:90]2)[c:91]2[cH:92][cH:93][cH:94][cH:95][cH:96]2)([c:97]2[cH:98][cH:99][cH:100][cH:101][cH:102]2)[c:103]2[cH:104][cH:105][cH:106][cH:107][cH:108]2)[cH:109][cH:110]1>>[c:2]1(-[c:16]2[cH:17][cH:18][cH:19][cH:20][cH:21]2)[cH:3][c:4]([N+:10](=[O:11])[O-:12])[c:5]([NH2:6])[c:7]([CH3:9])[cH:8]1. The reactants are [OH-].[Na+] (sodium hydroxide), C1(=CC=CC=C1)C1=NN(C(=C1)C1=CC=CC=C1)CC1=C(C=C(CNC2=CC(=C(C=C2)CCC(=O)OCC)F)C=C1)OC (ethyl 3-[4-({4-[(3,5-diphenyl-1H-pyrazol-1-yl)methyl]-3-methoxybenzyl}amino)-2-fluorophenyl]propanoate), Cl.C(C)(=O)OCC (hydrogen chloride ethyl acetate). Solvent: C(C)(=O)OCC (ethyl acetate), CO (methanol), O1CCCC1 (tetrahydrofuran), C(C)(=O)OCC (ethyl acetate). Conditions: time 3 hour. The product is Cl.Cl.C1(=CC=CC=C1)C1=NN(C(=C1)C1=CC=CC=C1)CC1=C(C=C(CNC2=CC(=C(C=C2)CCC(=O)O)F)C=C1)OC (3-[4-({4-[(3,5-diphenyl-1H-pyrazol-1-yl)methyl]-3-methoxybenzyl}amino)-2-fluorophenyl]propanoic acid dihydrochloride). The yield is 77.0%. RXN SMILES: [C:1]1([C:7]2[CH:11]=[C:10]([C:12]3[CH:17]=[CH:16][CH:15]=[CH:14][CH:13]=3)[N:9]([CH2:18][C:19]3[CH:40]=[CH:39][C:22]([CH2:23][NH:24][C:25]4[CH:30]=[CH:29][C:28]([CH2:31][CH2:32][C:33]([O:35]CC)=[O:34])=[C:27]([F:38])[CH:26]=4)=[CH:21][C:20]=3[O:41][CH3:42])[N:8]=2)[CH:6]=[CH:5][CH:4]=[CH:3][CH:2]=1.[OH-].[Na+].[ClH:45].C(OCC)(=O)C>CO.O1CCCC1.C(OCC)(=O)C>[ClH:45].[ClH:45].[C:1]1([C:7]2[CH:11]=[C:10]([C:12]3[CH:17]=[CH:16][CH:15]=[CH:14][CH:13]=3)[N:9]([CH2:18][C:19]3[CH:40]=[CH:39][C:22]([CH2:23][NH:24][C:25]4[CH:30]=[CH:29][C:28]([CH2:31][CH2:32][C:33]([OH:35])=[O:34])=[C:27]([F:38])[CH:26]=4)=[CH:21][C:20]=3[O:41][CH3:42])[N:8]=2)[CH:6]=[CH:5][CH:4]=[CH:3][CH:2]=1 |f:1.2,3.4,8.9.10|. Procedure details: To a solution of ethyl 3-[4-({4-[(3,5-diphenyl-1H-pyrazol-1-yl)methyl]-3-methoxybenzyl}amino)-2-fluorophenyl]propanoate (0.57 g, 1.01 mmol) in a mixture of methanol (4.0 mL) and tetrahydrofuran (8.0 mL) was added 1 N aqueous sodium hydroxide solution (2.02 mL, 2.02 mmol), and the mixture was stirred at room temperature for 3 hr. The reaction mixture was diluted with ethyl acetate, and the organic layer was washed with 10% aqueous citric acid solution and saturated brine, dried over anhydrous mag... The reactants are ClC1=C(C(=O)O)C(=CC(=C1)Cl)OC (2,4-Dichloro-6-methoxybenzoic acid), CN(C)C1=NC=CC=C1 (dimethylaminopyridine), S(=O)(Cl)Cl (thionyl chloride). Run in C(Cl)Cl (methylene chloride). Reaction conditions: time 15 hour. The product is ClC1=C(C(=O)Cl)C(=CC(=C1)Cl)OC (2,4-Dichloro-6-methoxybenzoic acid chloride). Yield: 55.0%. As a reaction SMILES: [Cl:1][C:2]1[CH:10]=[C:9]([Cl:11])[CH:8]=[C:7]([O:12][CH3:13])[C:3]=1[C:4](O)=[O:5].CN(C1C=CC=CN=1)C.S(Cl)([Cl:25])=O>C(Cl)Cl>[Cl:1][C:2]1[CH:10]=[C:9]([Cl:11])[CH:8]=[C:7]([O:12][CH3:13])[C:3]=1[C:4]([Cl:25])=[O:5]. Procedure details: 26.0 g. (0.117 mol) 2,4-Dichloro-6-methoxybenzoic acid were dissolved in 50 ml. anhydrous methylene chloride and, after the addition of 0.1 g. dimethylaminopyridine, 50 ml. thionyl chloride were added dropwise thereto at ambient temperature. After stirring for 15 hours, the reaction mixture was evaporated and the residue distilled. Yield: 55% of theory; b.p. 118-124° C./0.1 mm.Hg. Reactants: ClC=1C=C2C(C(NC2=CC1)=O)(CC(N1CCN(CC1)C=1N=NC=CC1)=O)C1=C(C=CC=C1)OC (5-chloro-3-(2-methoxyphenyl)-3-[2-oxo-2-(4-pyridazin-3-ylpiperazin-1-yl)ethyl]-1,3-dihydro-2H-indol-2-one), COC1=CC(=C(C=C1)S(=O)(=O)Cl)OC(F)(F)F (4-methoxy-2-(trifluoromethoxy)benzene sulfonyl chloride). Yields the product ClC=1C=C2C(C(N(C2=CC1)S(=O)(=O)C1=C(C=C(C=C1)OC)OC(F)(F)F)=O)(CC(N1CCN(CC1)C=1N=NC=CC1)=O)C1=C(C=CC=C1)OC (5-chloro-3-(2-methoxyphenyl)-1-{[4-methoxy-2-(trifluoromethoxy)phenyl]sulfonyl}-3-[2-oxo-2-(4-pyridazin-3-ylpiperazin-1-yl)ethyl]-1,3-dihydro-2H-indol-2-one). Isolated yield 75.3%. Reaction SMILES: [Cl:1][C:2]1[CH:3]=[C:4]2[C:8](=[CH:9][CH:10]=1)[NH:7][C:6](=[O:11])[C:5]2([C:27]1[CH:32]=[CH:31][CH:30]=[CH:29][C:28]=1[O:33][CH3:34])[CH2:12][C:13](=[O:26])[N:14]1[CH2:19][CH2:18][N:17]([C:20]2[N:21]=[N:22][CH:23]=[CH:24][CH:25]=2)[CH2:16][CH2:15]1.[CH3:35][O:36][C:37]1[CH:42]=[CH:41][C:40]([S:43](Cl)(=[O:45])=[O:44])=[C:39]([O:47][C:48]([F:51])([F:50])[F:49])[CH:38]=1>>[Cl:1][C:2]1[CH:3]=[C:4]2[C:8](=[CH:9][CH:10]=1)[N:7]([S:43]([C:40]1[CH:41]=[CH:42][C:37]([O:36][CH3:35])=[CH:38][C:39]=1[O:47][C:48]([F:49])([F:50])[F:51])(=[O:45])=[O:44])[C:6](=[O:11])[C:5]2([C:27]1[CH:32]=[CH:31][CH:30]=[CH:29][C:28]=1[O:33][CH3:34])[CH2:12][C:13](=[O:26])[N:14]1[CH2:15][CH2:16][N:17]([C:20]2[N:21]=[N:22][CH:23]=[CH:24][CH:25]=2)[CH2:18][CH2:19]1. Procedure: With 170 mg of the compound obtained in Step 49-1 and 114 mg of 4-methoxy-2-(trifluoromethoxy)benzene sulfonyl chloride as starting materials, 196 mg of the title compound (colorless amorphous) was obtained by a similar method to Example 2. Starting materials: N[C@H](C(=O)O)CC1=CC=C(C=C1)OCCC=1N=C(OC1CC)C1=CC=CC=C1 ((2S)-2-amino-3-{4-[2(5-ethyl-2-phenyl-1,3-oxazol-4-yl)ethoxy]phenyl}propanoic acid), C(C1=CC=CC=C1)(=O)CC(C)=O (benzoylacetone). Product: C(C)C1=C(N=C(O1)C1=CC=CC=C1)CCOC1=CC=C(C=C1)C[C@@H](C(=O)O)N\C(=C/C(C1=CC=CC=C1)=O)\C ((2S)-3-{4-[2-(5-ethyl-2-phenyl-1,3-oxazol-4-yl)ethoxy]phenyl}-2-{[(Z)-1-methyl-3-oxo-3-phenyl-1-propenyl]amino}propanoic acid), example 55. Yield: 51.0%. Reaction SMILES: [NH2:1][C@@H:2]([CH2:6][C:7]1[CH:12]=[CH:11][C:10]([O:13][CH2:14][CH2:15][C:16]2[N:17]=[C:18]([C:23]3[CH:28]=[CH:27][CH:26]=[CH:25][CH:24]=3)[O:19][C:20]=2[CH2:21][CH3:22])=[CH:9][CH:8]=1)[C:3]([OH:5])=[O:4].[C:29]([CH2:37][C:38](=O)[CH3:39])(=[O:36])[C:30]1[CH:35]=[CH:34][CH:33]=[CH:32][CH:31]=1>>[CH2:21]([C:20]1[O:19][C:18]([C:23]2[CH:28]=[CH:27][CH:26]=[CH:25][CH:24]=2)=[N:17][C:16]=1[CH2:15][CH2:14][O:13][C:10]1[CH:11]=[CH:12][C:7]([CH2:6][C@H:2]([NH:1]/[C:38](/[CH3:39])=[CH:37]\[C:29](=[O:36])[C:30]2[CH:35]=[CH:34][CH:33]=[CH:32][CH:31]=2)[C:3]([OH:5])=[O:4])=[CH:8][CH:9]=1)[CH3:22]. Procedure: The title compound was prepared (as described above for the preparation of example 1) from a suspension of 205 mg (0.54 mmol) of Intermediate 52 and 87 mg (0.54 mmol) of benzoylacetone to yield 145 mg (51%) of example 55: TLC (DCM/MeOH, 4/1): Rf=0.60; 1H NMR (DMSO-d6, 300 MHz) δ11.42 (d, 1H, J=9.0), 7.89-7.86 (m, 2H), 7.77-7.74 (m, 2H), 7.48-7.32 (m, 6H), 7.11 (d, 2H, J=8.4), 6.77 (d, 2H, J=8.4), 5.53 (s, 1H), 4.1 (t, 1H, J=6.3), 3.2-3.14 (m, 2H), 2.86 (t, 2H, J=6.3), 2.79-2.74 (m, 1H), 2.67 (q,... Reactants: O=c1nnc2c(OCc3ccccc3)c(=O)n(-c3ccccc3)c3cc(Cl)ccc3n1-2, CCO, [H][H]. Yields the product O=c1nnc2c(O)c(=O)n(-c3ccccc3)c3cc(Cl)ccc3n1-2. As a reaction SMILES: [CH2:1]([c:2]1[cH:3][cH:4][cH:5][cH:6][cH:7]1)[O:8][c:9]1[c:10]2[n:30][n:29][c:28](=[O:31])[n:11]-2[c:12]2[c:13]([n:14](-[c:17]3[cH:18][cH:19][cH:20][cH:21][cH:22]3)[c:15]1=[O:16])[cH:23][c:24]([Cl:27])[cH:25][cH:26]2.[CH3:34][CH2:35][OH:36].[H:32][H:33]>>[OH:8][c:9]1[c:10]2[n:30][n:29][c:28](=[O:31])[n:11]-2[c:12]2[c:13]([n:14](-[c:17]3[cH:18][cH:19][cH:20][cH:21][cH:22]3)[c:15]1=[O:16])[cH:23][c:24]([Cl:27])[cH:25][cH:26]2. Reactants: O (Water), C(C)(C)N(CC)C(C)C (N,N-diisopropyl-N-ethylamine), C[Si](CCOCCl)(C)C (2-trimethylsilylethoxymethyl chloride), ClC=1C(=CC=C(C=O)C1)O (5-chloro-4-hydroxybenzaldehyde). Run in C(Cl)Cl (methylene chloride). Conditions: time 8 hour. Product: ClC=1C=C(C=O)C=CC1OCOCC[Si](C)(C)C (3-Chloro-4-(2-trimethylsilylethoxymethoxy)benzaldehyde). As a reaction SMILES: [Cl:1][C:2]1[C:3]([OH:10])=[CH:4][CH:5]=[C:6]([CH:9]=1)[CH:7]=[O:8].C(N(C(C)C)CC)(C)C.[CH3:20][Si:21]([CH3:28])([CH3:27])[CH2:22][CH2:23][O:24][CH2:25]Cl.O>C(Cl)Cl>[Cl:1][C:2]1[CH:9]=[C:6]([CH:5]=[CH:4][C:3]=1[O:10][CH2:25][O:24][CH2:23][CH2:22][Si:21]([CH3:28])([CH3:27])[CH3:20])[CH:7]=[O:8]. Procedure details: 5 g (31.93 mmol) of 5-chloro-4-hydroxybenzaldehyde are dissolved in 300 ml of methylene chloride and 6.7 ml (38.3 mmol) of N,N-diisopropyl-N-ethylamine and 5.9 ml (33.52 mmol) of 2-trimethylsilylethoxymethyl chloride (SEMCl) are added to this at 0° C. The mixture is allowed to return to room temperature and stirred overnight. Water is then added and the mixture is extracted with methylene chloride. The organic phase is dried and the solvent is evaporated off. The product of the title is obtained...